Dataset: the Open Reaction Database (ORD), a public repository of structured organic reaction records. Task: describe an organic reaction: reactants, conditions, products, and yield Starting materials: Cc1ccccc1, CN, O=Cc1ccccc1. The product is NC=Cc1ccccc1. RXN SMILES: [CH3:11][c:12]1[cH:13][cH:14][cH:15][cH:16][cH:17]1.[CH3:1][NH2:2].[CH:3](=[O:4])[c:5]1[cH:6][cH:7][cH:8][cH:9][cH:10]1>>[CH:1]([NH2:2])=[CH:3][c:5]1[cH:6][cH:7][cH:8][cH:9][cH:10]1. The reactants are CC(C)(C)OC(=O)NCCC(=O)Nc1ccc2ncnc(Nc3ccc(C(=O)Nc4ccccc4)cc3)c2c1, O=C([O-])O, ClCCl, [Na+], O=C(O)C(F)(F)F. The product is NCCC(=O)Nc1ccc2ncnc(Nc3ccc(C(=O)Nc4ccccc4)cc3)c2c1. RXN SMILES: [C:1]([O:2][C:3](=[O:4])[NH:7][CH2:8][CH2:9][C:10]([NH:11][c:12]1[cH:13][c:14]2[c:15]([NH:22][c:23]3[cH:24][cH:25][c:26]([C:29]([NH:30][c:31]4[cH:32][cH:33][cH:34][cH:35][cH:36]4)=[O:37])[cH:27][cH:28]3)[n:16][cH:17][n:18][c:19]2[cH:20][cH:21]1)=[O:38])([CH3:5])([CH3:6])[CH3:39].[C:50](=[O:51])([OH:52])[O-:53].[CH2:47]([Cl:48])[Cl:49].[Na+:54].[OH:40][C:41]([C:42]([F:43])([F:44])[F:45])=[O:46]>>[NH2:7][CH2:8][CH2:9][C:10]([NH:11][c:12]1[cH:13][c:14]2[c:15]([NH:22][c:23]3[cH:24][cH:25][c:26]([C:29]([NH:30][c:31]4[cH:32][cH:33][cH:34][cH:35][cH:36]4)=[O:37])[cH:27][cH:28]3)[n:16][cH:17][n:18][c:19]2[cH:20][cH:21]1)=[O:38]. Starting materials: C(CC(=O)OCC)(=O)OCC (diethyl malonate), [H-].[Na+] (sodium hydride), C(C)(C)OC(C)C (Diisopropyl ether), CN1C=2C(C(=O)OC1=O)=CC=CC2 (N-Methylisatoic anhydride). The solvent is CN(C)C=O (DMF). Conditions: time 15 minute. The product is OC1=C(C(N(C2=CC=CC=C12)C)=O)C(=O)OCC (ethyl 4-hydroxy-1-methyl-2-oxo-1,2-dihydroquinoline-3-carboxylate). The yield is 58.3%. Reaction SMILES: [C:1]([O:9][CH2:10][CH3:11])(=[O:8])[CH2:2][C:3]([O:5]CC)=O.[H-].[Na+].[CH3:14][N:15]1C(=O)O[C:18](=[O:19])[C:17]2=[CH:23][CH:24]=[CH:25][CH:26]=[C:16]12.C(OC(C)C)(C)C>CN(C=O)C>[OH:19][C:18]1[C:17]2[C:16](=[CH:26][CH:25]=[CH:24][CH:23]=2)[N:15]([CH3:14])[C:3](=[O:5])[C:2]=1[C:1]([O:9][CH2:10][CH3:11])=[O:8] |f:1.2|. Reported procedure: To a solution of diethyl malonate (68.0 g, 0.425 mol) in DMF (400 mL) was added sodium hydride (66% in oil, 10.8 g, 0.30 mol) under ice-cooling, and the mixture was stirred at the same temperature for 5 min and at room temperature for 15 min. N-Methylisatoic anhydride (50.8 g, 0.287 mol) was added to the obtained mixture by small portions, and the mixture was stirred at 120° C. for 3 hr. Diisopropyl ether (500 mL) was added to the reaction mixture, and the precipitated solid was collected by fil... Reactants: [Br-], O=C(Cl)c1cccc(Br)c1, N#Cc1c(F)cccc1[Zn+], C1CCOC1, [Cl-], N#C[Cu], [I-], [Li+], [NH4+], O. Product: N#Cc1c(F)cccc1C(=O)c1cccc(Br)c1. As a reaction SMILES: [Br-:5].[Br:17][c:18]1[cH:19][c:20]([C:21](=[O:22])[Cl:23])[cH:24][cH:25][cH:26]1.[C:7](#[N:8])[c:9]1[c:10]([Zn+:16])[cH:11][cH:12][cH:13][c:14]1[F:15].[CH2:29]1[O:30][CH2:31][CH2:32][CH2:33]1.[Cl-:27].[Cu:1][C:2]#[N:3].[I-:6].[Li+:4].[NH4+:28].[OH2:34]>>[C:7](#[N:8])[c:9]1[c:10]([C:21]([c:20]2[cH:19][c:18]([Br:17])[cH:26][cH:25][cH:24]2)=[O:22])[cH:11][cH:12][cH:13][c:14]1[F:15].